From a dataset of the Open Reaction Database (ORD), a public repository of structured organic reaction records. describe an organic reaction: reactants, conditions, products, and yield Reactants: OC1=CC2=C(OC(=CO2)C(=O)OC)C=C1 (methyl 6-hydroxy -1,4-benzodioxin-2-carboxylate), [H-].[Na+] (sodium hydride), CI (methyl iodide). Run in CN(C=O)C (N,N-dimethylformamide). Conditions: time 15 minute. Yields the product COC1=CC2=C(OC(=CO2)C(=O)OC)C=C1 (Methyl 6-methoxy -1,4-benzodioxin-2-carboxylate). Yield: 78.0%. RXN SMILES: [OH:1][C:2]1[CH:15]=[CH:14][C:5]2[O:6][C:7]([C:10]([O:12][CH3:13])=[O:11])=[CH:8][O:9][C:4]=2[CH:3]=1.[H-].[Na+].[CH3:18]I>CN(C)C=O>[CH3:18][O:1][C:2]1[CH:15]=[CH:14][C:5]2[O:6][C:7]([C:10]([O:12][CH3:13])=[O:11])=[CH:8][O:9][C:4]=2[CH:3]=1 |f:1.2|. Procedure details: Stir for 15 minutes at room temperature, under argon, a solution of 0.48 mmol of methyl 6-hydroxy -1,4-benzodioxin-2-carboxylate in 5 cm3 of N,N-dimethylformamide in the presence of 0.57 mmol of 60% sodium hydride suspended in oil, and then add 0.72 mmol of methyl iodide. After being stirred for 4 hours at room temperature, the reaction mixture is concentrated under reduced pressure and then extracted with methylene chloride. After the methylene chloride phases have been concentrated to dryness,... Reactants: Cc1ccccc1, Cc1cccc(C)c1NS(C)(=O)=O, CC(CCl)OS(C)(=O)=O, [H-], [Na+], O. Yields the product Cc1cccc(C)c1N(C(C)CCl)S(C)(=O)=O. RXN SMILES: [CH3:26][c:27]1[cH:28][cH:29][cH:30][cH:31][cH:32]1.[CH3:3][c:4]1[c:5]([NH:11][S:12](=[O:13])(=[O:14])[CH3:15])[c:6]([CH3:10])[cH:7][cH:8][cH:9]1.[Cl:16][CH2:17][CH:18]([CH3:19])[O:20][S:21]([CH3:22])(=[O:23])=[O:24].[H-:1].[Na+:2].[OH2:25]>>[CH3:3][c:4]1[c:5]([N:11]([S:12](=[O:13])(=[O:14])[CH3:15])[CH:18]([CH2:17][Cl:16])[CH3:19])[c:6]([CH3:10])[cH:7][cH:8][cH:9]1. The reactants are C1(CCCC1)C=1C=C(C(=O)O)C=C(N1)OC (2-cyclopentyl-6-methoxy-isonicotinic acid), ClC=1C=C(C(NO)=N)C=C(C1OCC(OC)OC)OC (3-chloro-4-(2,2-dimethoxyethoxy)-N-hydroxy-5-methoxybenzimidamide), NCC(=O)OCC (ethyl glycinate). Yields the product ClC1=C(OCCNCC(=O)O)C(=CC(=C1)C1=NOC(=N1)C1=CC(=NC(=C1)OC)C1CCCC1)OC (2-((2-(2-Chloro-4-(5-(2-cyclopentyl-6-methoxypyridin-4-yl)-1,2,4-oxadiazol-3-yl)-6-methoxyphenoxy)ethyl)amino)acetic acid). Reaction SMILES: [CH:1]1([C:6]2[CH:7]=[C:8]([CH:12]=[C:13]([O:15][CH3:16])[N:14]=2)[C:9]([OH:11])=O)[CH2:5][CH2:4][CH2:3][CH2:2]1.[Cl:17][C:18]1[CH:19]=[C:20]([CH:25]=[C:26]([O:35][CH3:36])[C:27]=1[O:28][CH2:29][CH:30](OC)OC)[C:21](=[NH:24])[NH:22]O.[NH2:37][CH2:38][C:39]([O:41]CC)=[O:40]>>[Cl:17][C:18]1[CH:19]=[C:20]([C:21]2[N:22]=[C:9]([C:8]3[CH:12]=[C:13]([O:15][CH3:16])[N:14]=[C:6]([CH:1]4[CH2:2][CH2:3][CH2:4][CH2:5]4)[CH:7]=3)[O:11][N:24]=2)[CH:25]=[C:26]([O:35][CH3:36])[C:27]=1[O:28][CH2:29][CH2:30][NH:37][CH2:38][C:39]([OH:41])=[O:40]. Procedure details: The title compound is prepared starting from 2-cyclopentyl-6-methoxy-isonicotinic acid, 3-chloro-4-(2,2-dimethoxyethoxy)-N-hydroxy-5-methoxybenzimidamide and ethyl glycinate in analogy to Example 43 and 1 (saponification); LC-MS: tR=0.88 min, [M+H]+=503.11.